This data is from the Open Reaction Database (ORD), a public repository of structured organic reaction records. The task is: describe an organic reaction: reactants, conditions, products, and yield The reactants are CC(C)(C)OC(=O)COc1ccc(-c2c(Cl)c(CN3C(=O)CCC3=O)nc3sc4c(c23)CCS(=O)(=O)C4)cc1, Cl, C1COCCO1, O. As a reaction SMILES: [Cl:1][c:2]1[c:3](-[c:25]2[cH:26][cH:27][c:28]([O:29][CH2:30][C:31](=[O:32])[O:33][C:34]([CH3:35])([CH3:36])[CH3:37])[cH:38][cH:39]2)[c:4]2[c:5]([n:6][c:7]1[CH2:8][N:9]1[C:10](=[O:15])[CH2:11][CH2:12][C:13]1=[O:14])[s:16][c:17]1[c:18]2[CH2:19][CH2:20][S:21](=[O:23])(=[O:24])[CH2:22]1.[ClH:40].[O:41]1[CH2:42][CH2:43][O:44][CH2:45][CH2:46]1.[OH2:47]>>[Cl:1][c:2]1[c:3](-[c:25]2[cH:26][cH:27][c:28]([O:29][CH2:30][C:31](=[O:32])[OH:33])[cH:38][cH:39]2)[c:4]2[c:5]([n:6][c:7]1[CH2:8][N:9]1[C:10](=[O:15])[CH2:11][CH2:12][C:13]1=[O:14])[s:16][c:17]1[c:18]2[CH2:19][CH2:20][S:21](=[O:23])(=[O:24])[CH2:22]1. Yields the product O=C(O)COc1ccc(-c2c(Cl)c(CN3C(=O)CCC3=O)nc3sc4c(c23)CCS(=O)(=O)C4)cc1. Reactants: COC(=O)C(NC(=O)C1CC(S)CN1S(=O)(=O)c1ccc2ccccc2c1)C(C)C, [Li+], [OH-]. Yields the product CC(C)C(NC(=O)C1CC(S)CN1S(=O)(=O)c1ccc2ccccc2c1)C(=O)O. Reaction SMILES: [CH3:1][O:2][C:3]([CH:4]([CH:5]([CH3:6])[CH3:7])[NH:8][C:9](=[O:10])[CH:11]1[N:12]([S:17](=[O:18])(=[O:19])[c:20]2[cH:21][c:22]3[cH:23][cH:24][cH:25][cH:26][c:27]3[cH:28][cH:29]2)[CH2:13][CH:14]([SH:16])[CH2:15]1)=[O:30].[Li+:32].[OH-:31]>>[O:2]=[C:3]([CH:4]([CH:5]([CH3:6])[CH3:7])[NH:8][C:9](=[O:10])[CH:11]1[N:12]([S:17](=[O:18])(=[O:19])[c:20]2[cH:21][c:22]3[cH:23][cH:24][cH:25][cH:26][c:27]3[cH:28][cH:29]2)[CH2:13][CH:14]([SH:16])[CH2:15]1)[OH:30]. Reactants: BrB(Br)Br, COc1cc(OC)c2c(c1)C1(C)CCC3C(C)(C)CCCC3(C)C1CO2, CO, ClCCl. Product: COc1cc(O)c2c(c1)C1(C)CCC3C(C)(C)CCCC3(C)C1CO2. Reaction SMILES: [B:27]([Br:28])([Br:29])[Br:30].[CH3:1][O:2][c:3]1[cH:4][c:5]2[c:18]([c:19]([O:21][CH3:22])[cH:20]1)[O:17][CH2:16][CH:15]1[C:6]2([CH3:26])[CH2:7][CH2:8][CH:9]2[C:10]([CH3:24])([CH3:25])[CH2:11][CH2:12][CH2:13][C:14]21[CH3:23].[CH3:31][OH:32].[Cl:33][CH2:34][Cl:35]>>[CH3:1][O:2][c:3]1[cH:4][c:5]2[c:18]([c:19]([OH:21])[cH:20]1)[O:17][CH2:16][CH:15]1[C:6]2([CH3:26])[CH2:7][CH2:8][CH:9]2[C:10]([CH3:24])([CH3:25])[CH2:11][CH2:12][CH2:13][C:14]21[CH3:23]. Reactants: Cc1ccccc1, COCCCCCCCCCCCC(=O)O, O=C(Cl)C(=O)Cl. Yields the product COCCCCCCCCCCCC(=O)Cl. Reaction SMILES: [CH3:23][c:24]1[cH:25][cH:26][cH:27][cH:28][cH:29]1.[CH3:7][O:8][CH2:9][CH2:10][CH2:11][CH2:12][CH2:13][CH2:14][CH2:15][CH2:16][CH2:17][CH2:18][CH2:19][C:20]([OH:21])=[O:22].[Cl:1][C:2](=[O:3])[C:4]([Cl:5])=[O:6]>>[Cl:1][C:2](=[O:3])[CH2:4][CH2:18][CH2:17][CH2:16][CH2:15][CH2:14][CH2:13][CH2:12][CH2:11][CH2:10][CH2:9][O:8][CH3:7]. Reactants: COc1cc(Cl)c(CBr)c(Cl)c1, O=C1NC(=O)c2ccccc21, CCOC(C)=O, [K], CN(C)C=O. Yields the product COc1cc(Cl)c(CN2C(=O)c3ccccc3C2=O)c(Cl)c1. Reaction SMILES: [Br:13][CH2:14][c:15]1[c:16]([Cl:24])[cH:17][c:18]([O:22][CH3:23])[cH:19][c:20]1[Cl:21].[C:1]1(=[O:11])[c:2]2[c:3]([cH:7][cH:8][cH:9][cH:10]2)[C:4](=[O:6])[NH:5]1.[CH3:30][CH2:31][O:32][C:33](=[O:34])[CH3:35].[K:12].[O:25]=[CH:26][N:27]([CH3:28])[CH3:29]>>[C:1]1(=[O:11])[c:2]2[c:3]([cH:7][cH:8][cH:9][cH:10]2)[C:4](=[O:6])[N:5]1[CH2:14][c:15]1[c:16]([Cl:24])[cH:17][c:18]([O:22][CH3:23])[cH:19][c:20]1[Cl:21]. Reactants: O=C1N(C(C2=CC=CC=C12)=O)CCN1C(C(=C(C2=NC=C(C=C12)CC1=CC=C(C=C1)F)O)C(=O)OCC)=O (ethyl 1-[2-(1,3-dioxo-1,3-dihydro-2H-isoindol-2-yl)ethyl]-7-[(4-fluorophenyl)methyl]-4-hydroxy-2-oxo-1,2-dihydro-1,5-naphthyridine-3-carboxylate), NCCN1C(NCC1)=O (1-(2-aminoethyl)-2-imidazolidinone), OS(=O)(=O)[O-].[Na+] (NaHSO4), amine. Solvent: CCO (EtOH). Product: NCCN1C(C(=C(C2=NC=C(C=C12)CC1=CC=C(C=C1)F)O)C(=O)NCCN1C(NCC1)=O)=O (1-(2-aminoethyl)-7-[(4-fluorophenyl)methyl]-4-hydroxy-2-oxo-N-[2-(2-oxo-1-imidazolidinyl)ethyl]-1,2-dihydro-1,5-naphthyridine-3-carboxamide). As a reaction SMILES: O=C1C2C(=CC=CC=2)C(=O)[N:3]1[CH2:12][CH2:13][N:14]1[C:23]2[C:18](=[N:19][CH:20]=[C:21]([CH2:24][C:25]3[CH:30]=[CH:29][C:28]([F:31])=[CH:27][CH:26]=3)[CH:22]=2)[C:17]([OH:32])=[C:16]([C:33](OCC)=[O:34])[C:15]1=[O:38].[NH2:39][CH2:40][CH2:41][N:42]1[CH2:46][CH2:45][NH:44][C:43]1=[O:47].OS([O-])(=O)=O.[Na+]>CCO>[NH2:3][CH2:12][CH2:13][N:14]1[C:23]2[C:18](=[N:19][CH:20]=[C:21]([CH2:24][C:25]3[CH:30]=[CH:29][C:28]([F:31])=[CH:27][CH:26]=3)[CH:22]=2)[C:17]([OH:32])=[C:16]([C:33]([NH:39][CH2:40][CH2:41][N:42]2[CH2:46][CH2:45][NH:44][C:43]2=[O:47])=[O:34])[C:15]1=[O:38] |f:2.3|. Procedure: A solution of ethyl 1-[2-(1,3-dioxo-1,3-dihydro-2H-isoindol-2-yl)ethyl]-7-[(4-fluorophenyl)methyl]-4-hydroxy-2-oxo-1,2-dihydro-1,5-naphthyridine-3-carboxylate (0.025 g, 0.049 mmol) in EtOH (1 mL) under nitrogen was treated with 1-(2-aminoethyl)-2-imidazolidinone (0.0078 g, 0.03 mmol, 50% W/W in IPA) for 30 min. (150° C. The reaction was further microwaved for 30 min.@150° C. after the addition of an additional 0.6 equivalents (0.015 mL) of the amine, cooled to ambient temperature, and treated wi...